describe an organic reaction: reactants, conditions, products, and yield From a dataset of the Open Reaction Database (ORD), a public repository of structured organic reaction records. The reactants are CC(C)(C)OC(=O)N1CCC(C)(C(=O)O)CC1, O=C(Cl)C(=O)Cl, CC(Cl)Cl, CN(C)C=O, c1ccncc1, Nc1cccc(-c2nnn[nH]2)c1. Yields the product CC(C)(C)OC(=O)N1CCC(C)(C(=O)Nc2cccc(-c3nnn[nH]3)c2)CC1. Reaction SMILES: [C:1]([CH3:2])([CH3:3])([CH3:4])[O:5][C:6](=[O:7])[N:8]1[CH2:9][CH2:10][C:11]([C:14](=[O:15])[OH:16])([CH3:17])[CH2:12][CH2:13]1.[Cl:24][C:25]([C:26]([Cl:27])=[O:28])=[O:29].[Cl:42][CH:43]([Cl:44])[CH3:45].[O:46]=[CH:47][N:48]([CH3:49])[CH3:50].[cH:18]1[cH:19][cH:20][n:21][cH:22][cH:23]1.[nH:30]1[n:31][n:32][n:33][c:34]1-[c:35]1[cH:36][c:37]([NH2:41])[cH:38][cH:39][cH:40]1>>[C:1]([CH3:2])([CH3:3])([CH3:4])[O:5][C:6](=[O:7])[N:8]1[CH2:9][CH2:10][C:11]([C:14](=[O:16])[NH:41][c:37]2[cH:36][c:35](-[c:34]3[n:30][n:31][n:32][nH:33]3)[cH:40][cH:39][cH:38]2)([CH3:17])[CH2:12][CH2:13]1.